From a dataset of the Open Reaction Database (ORD), a public repository of structured organic reaction records. describe an organic reaction: reactants, conditions, products, and yield The reactants are BrCBr (Dibromomethane), O1CCCC1 (tetrahydrofuran), [Si](C)(C)(C(C)(C)C)O[C@@H]1C(=C(C(C1)=O)CC#C)C ((S)-4-tert-butyldimethylsilyloxy-3-methyl-2-(2-propynyl)cyclopent-2-ene-1-one), O1CCCC1 (tetrahydrofuran), C([O-])(O)=O.[Na+] (sodium bicarbonate). The reagents and catalysts are [Zn] (zinc), [Ti](Cl)(Cl)(Cl)Cl (titanium tetrachloride). Solvent: O (water), ClCCl (dichloromethane), CCCCCC (hexane), ClCCl (dichloromethane). Run at time 2 hour. Yields the product desired product, CC=1[C@H](CC(C1CC#C)=C)O[Si](C)(C)C(C)(C)C ((S)-2-methyl-4-methylidene-3-(2-propynyl)-1-tert-butyldimethylsilyloxycyclopent-2-ene). Yield: 68.7%. RXN SMILES: BrCBr.O1CCC[CH2:5]1.[Si:9]([O:16][C@H:17]1[CH2:21][C:20](=O)[C:19]([CH2:23][C:24]#[CH:25])=[C:18]1[CH3:26])([C:12]([CH3:15])([CH3:14])[CH3:13])([CH3:11])[CH3:10].C(=O)(O)[O-].[Na+]>ClCCl.[Zn].[Ti](Cl)(Cl)(Cl)Cl.O.CCCCCC>[CH3:26][C:18]1[C@@H:17]([O:16][Si:9]([C:12]([CH3:15])([CH3:14])[CH3:13])([CH3:11])[CH3:10])[CH2:21][C:20](=[CH2:5])[C:19]=1[CH2:23][C:24]#[CH:25] |f:3.4|. Procedure: 1H-NMR (solvent: CDCl3, internal standard: TMS) δ value (ppm): 4.69(brd, 1H), 3.11(ABq, 2H), 2.74(dd, 1H), 2.28(dd, 1H), 2.16(s, 3H), 1.96(t, 1H), 0.92(s, 9H), 0.15(s, 3H), 0.12(s, 3H). 2 Dibromomethane (13.04 g) and zinc dust (14.71 g) were added to tetrahydrofuran (120ml), and the resulting mixture was cooled to 0°~5° C. A dichloromethane solution (50 ml) of 1M titanium tetrachloride was added to the tetrahydrofuran solution over about 10 min, and the resulting mixture was allowed to react for... Reactants: N1(N=CC=C1)C1=CC=C(CC=2C(=NC3=CC=C(C=C3C2Cl)C(O)(C=2C=NC=CC2)C2=CC(=CC=C2)F)Cl)C=C1 ((3-(4-(1H-Pyrazol-1-yl)benzyl)-2,4-dichloroquinolin-6-yl)(3-fluorophenyl)(pyridin-3-yl)methanol), N1(N=CC=C1)C1=CC=C(CC=2C(=NC3=CC=C(C=C3C2Cl)C(O)(C=2C=NC=CC2)C2=CC(=CC=C2)F)Cl)C=C1 ((3-(4-(1H-Pyrazol-1-yl)benzyl)-2,4-dichloroquinolin-6-yl)(3-fluorophenyl)(pyridin-3-yl)methanol), C[O-].[Na+] (sodium methoxide). Solvent: C1(=CC=CC=C1)C (toluene). Reaction conditions: temperature 105 celsius. The product is N1(N=CC=C1)C1=CC=C(CC=2C(=NC3=CC=C(C=C3C2Cl)C(O)(C=2C=NC=CC2)C2=CC(=CC=C2)F)OC)C=C1 ((3-(4-(1H-Pyrazol-1-yl)benzyl)-4-chloro-2-methoxyquinolin-6-yl)(3-fluorophenyl)(pyridin-3-yl)methanol). RXN SMILES: [N:1]1([C:6]2[CH:39]=[CH:38][C:9]([CH2:10][C:11]3[C:12](Cl)=[N:13][C:14]4[C:19]([C:20]=3[Cl:21])=[CH:18][C:17]([C:22]([C:30]3[CH:35]=[CH:34][CH:33]=[C:32]([F:36])[CH:31]=3)([C:24]3[CH:25]=[N:26][CH:27]=[CH:28][CH:29]=3)[OH:23])=[CH:16][CH:15]=4)=[CH:8][CH:7]=2)[CH:5]=[CH:4][CH:3]=[N:2]1.[CH3:40][O-:41].[Na+]>C1(C)C=CC=CC=1>[N:1]1([C:6]2[CH:39]=[CH:38][C:9]([CH2:10][C:11]3[C:12]([O:41][CH3:40])=[N:13][C:14]4[C:19]([C:20]=3[Cl:21])=[CH:18][C:17]([C:22]([C:30]3[CH:35]=[CH:34][CH:33]=[C:32]([F:36])[CH:31]=3)([C:24]3[CH:25]=[N:26][CH:27]=[CH:28][CH:29]=3)[OH:23])=[CH:16][CH:15]=4)=[CH:8][CH:7]=2)[CH:5]=[CH:4][CH:3]=[N:2]1 |f:1.2|. Procedure details: (3-(4-(1H-Pyrazol-1-yl)benzyl)-2,4-dichloroquinolin-6-yl)(3-fluorophenyl)(pyridin-3-yl)methanol (16.2 mg, 0.0292 mmol, Intermediate 36) and sodium methoxide (8.0 mg, 0.15 mmol) were charged to a microwave vial with dry toluene (0.14 mL) and heated to 105° C. for 4 hours. The mixture was allowed to cool to room temperature, then filtered through Celite® and rinsed with dichloromethane. The filtrate was concentrated to dryness and purified by reverse-phase chromatography (acetonitrile/H2O+0.05% TF... Reactants: NC=1C(N(C(N(C1N)CC)=O)CC)=O (5,6-diamino-1,3-diethyluracil), BrC1=C(C=CC(=O)O)C=C2C(=C1)OCO2 (2-bromo-4,5-methylenedioxycinnamic acid). Yields the product BrC1=C(/C=C/C2=NC=3N(C(N(C(C3N2)=O)CC)=O)CC)C=C2C(=C1)OCO2 ((E)-8-(2-Bromo-4,5-methylenedioxystyryl)-1,3-diethylxanthine). Yield: 36.8%. As a reaction SMILES: [NH2:1][C:2]1[C:3](=[O:14])[N:4]([CH2:12][CH3:13])[C:5](=[O:11])[N:6]([CH2:9][CH3:10])[C:7]=1[NH2:8].[Br:15][C:16]1[CH:26]=[C:25]2[O:27][CH2:28][O:29][C:24]2=[CH:23][C:17]=1[CH:18]=[CH:19][C:20](O)=O>>[Br:15][C:16]1[CH:26]=[C:25]2[O:27][CH2:28][O:29][C:24]2=[CH:23][C:17]=1/[CH:18]=[CH:19]/[C:20]1[NH:1][C:2]2[C:3](=[O:14])[N:4]([CH2:12][CH3:13])[C:5](=[O:11])[N:6]([CH2:9][CH3:10])[C:7]=2[N:8]=1. Reported procedure: Substantially the same procedure as in Example 7 was repeated using 2.50 g (12.6 mmol) of 5,6-diamino-1,3-diethyluracil and 3.77 g (13.9 mmol) of 2-bromo-4,5-methylenedioxycinnamic acid. Then, the resultant crude crystals were recrystallized from dimethylsulfoxide/water to give 2.01 g (yield 38%) of Compound 158 as a yellow powder. Product: SCCC(C)(C)NC(OCC1=CC=CC=C1)=O (Benzyl 4-mercapto-2-methylbutan-2-ylcarbamate). As a reaction SMILES: C(=O)([S:3][CH2:4][CH2:5][C:6]([NH:9][C:10]([O:12][CH2:13][C:14]1[CH:19]=[CH:18][CH:17]=[CH:16][CH:15]=1)=[O:11])([CH3:8])[CH3:7])C.[OH-].[Na+].O>CO>[SH:3][CH2:4][CH2:5][C:6]([NH:9][C:10](=[O:11])[O:12][CH2:13][C:14]1[CH:19]=[CH:18][CH:17]=[CH:16][CH:15]=1)([CH3:8])[CH3:7] |f:1.2|. Reported procedure: To a solution of S-3-(benzyloxycarbonylamino)-3-methylbutyl ethanethioate (1.52 g, 5.14 mmol, prepared as described in WO 2008/083347) in methanol (25 ml) was added 5.0 M NaOH in H2O (3.3 ml, 16.5 mmol). The solution was stirred for 1 hour, concentrated in vacuo, and the residue suspended in 100 ml 1M H3PO4, extracted with 5×50 ml ethyl acetate, the organic layers combined and washed once with 100 ml saturated NaCl, dried on MgSO4, and concentrated in vacuo. The reaction product was used in the ... Conditions: time 1 hour. Starting materials: C(C)(SCCC(C)(C)NC(=O)OCC1=CC=CC=C1)=O (S-3-(benzyloxycarbonylamino)-3-methylbutyl ethanethioate), [OH-].[Na+] (NaOH), O (H2O). The solvent is CO (methanol). Reactants: NC1[C@@H]2N(C(=C(CS2)C(C)SC2=NN=NN2)C(=O)OC(C)(C)C)C1=O (t-Butyl 7-amino-3-(1-methyltetrazol-5-ylthiomethyl)-3-cephem-4-carboxylate), C(#N)CS(=O)(=O)CC(=O)O (cyanomethylsulfonylacetic acid), C1(CCCCC1)N=C=NC1CCCCC1 (dicylohexylcarbodiimide), t-butyl ester, FC(C(=O)O)(F)F (trifluoroacetic acid). The product is C(#N)CS(=O)(=O)CC(=O)NC1[C@@H]2N(C(=C(CS2)C(C)SC2=NN=NN2)C(=O)O)C1=O (7-Cyanomethylsulfonylacetamido-3-(1-methyltetrazol-5-ylthiomethyl)-3-cephem-4-carboxylic acid). Reaction SMILES: [NH2:1][CH:2]1[C:24](=[O:25])[N:4]2[C:5]([C:17]([O:19]C(C)(C)C)=[O:18])=[C:6]([CH:9]([S:11][C:12]3[NH:16][N:15]=[N:14][N:13]=3)[CH3:10])[CH2:7][S:8][C@H:3]12.[C:26]([CH2:28][S:29]([CH2:32][C:33](O)=[O:34])(=[O:31])=[O:30])#[N:27].C1(N=C=NC2CCCCC2)CCCCC1.FC(F)(F)C(O)=O>>[C:26]([CH2:28][S:29]([CH2:32][C:33]([NH:1][CH:2]1[C:24](=[O:25])[N:4]2[C:5]([C:17]([OH:19])=[O:18])=[C:6]([CH:9]([S:11][C:12]3[NH:13][N:14]=[N:15][N:16]=3)[CH3:10])[CH2:7][S:8][C@H:3]12)=[O:34])(=[O:31])=[O:30])#[N:27]. Procedure details: t-Butyl 7-amino-3-(1-methyltetrazol-5-ylthiomethyl)-3-cephem-4-carboxylate (5.75 g, 15 mmol), cyanomethylsulfonylacetic acid (2.45 g, 15 mmol), and dicylohexylcarbodiimide (3.1 g, 15 mmol) were reacted as in Example 6. The t-butyl ester was treated with trifluoroacetic acid for 20 minutes as in Example 6, to give the title compound. The reactants are CC(C)(C)OC(=O)N1CCC(COc2ccc(-c3ccc(S(C)(=O)=O)cc3)nc2)CC1, CCOC(C)=O, CC(C)OC(=O)Cl, ClCCl, O=C(O)C(F)(F)F. The product is CC(C)OC(=O)N1CCC(COc2ccc(-c3ccc(S(C)(=O)=O)cc3)nc2)CC1. Reaction SMILES: [CH3:1][S:2](=[O:3])(=[O:4])[c:5]1[cH:6][cH:7][c:8](-[c:11]2[cH:12][cH:13][c:14]([O:17][CH2:18][CH:19]3[CH2:20][CH2:21][N:22]([C:25](=[O:26])[O:27][C:28]([CH3:29])([CH3:30])[CH3:31])[CH2:23][CH2:24]3)[cH:15][n:16]2)[cH:9][cH:10]1.[CH3:49][CH2:50][O:51][C:52]([CH3:53])=[O:54].[Cl:39][C:40]([O:41][CH:42]([CH3:43])[CH3:44])=[O:45].[Cl:46][CH2:47][Cl:48].[F:32][C:33]([F:34])([F:35])[C:36]([OH:37])=[O:38]>>[CH3:1][S:2](=[O:3])(=[O:4])[c:5]1[cH:6][cH:7][c:8](-[c:11]2[cH:12][cH:13][c:14]([O:17][CH2:18][CH:19]3[CH2:20][CH2:21][N:22]([C:25](=[O:26])[O:27][CH:28]([CH3:29])[CH3:30])[CH2:23][CH2:24]3)[cH:15][n:16]2)[cH:9][cH:10]1. The reactants are BrC1=NC=CC=C1 (2-Bromopyridine), COC1=NC(=CC=C1B(O)O)OC (2,6-dimethoxy-3-pyridineboronic acid), C(=O)([O-])[O-].[K+].[K+] (K2CO3). The reagents and catalysts are C=1C=CC(=CC1)[P](C=2C=CC=CC2)(C=3C=CC=CC3)[Pd]([P](C=4C=CC=CC4)(C=5C=CC=CC5)C=6C=CC=CC6)([P](C=7C=CC=CC7)(C=8C=CC=CC8)C=9C=CC=CC9)[P](C=1C=CC=CC1)(C=1C=CC=CC1)C=1C=CC=CC1 (Pd(PPh3)4). Solvent: C1CCOC1 (THF). Conditions: temperature 90 celsius, time 20 hour. Product: COC1=NC(=CC=C1C1=NC=CC=C1)OC (2′,6′-dimethoxy-2,3′-bipyridine). RXN SMILES: Br[C:2]1[CH:7]=[CH:6][CH:5]=[CH:4][N:3]=1.[CH3:8][O:9][C:10]1[C:15](B(O)O)=[CH:14][CH:13]=[C:12]([O:19][CH3:20])[N:11]=1.C([O-])([O-])=O.[K+].[K+]>C1COCC1.C1C=CC([P]([Pd]([P](C2C=CC=CC=2)(C2C=CC=CC=2)C2C=CC=CC=2)([P](C2C=CC=CC=2)(C2C=CC=CC=2)C2C=CC=CC=2)[P](C2C=CC=CC=2)(C2C=CC=CC=2)C2C=CC=CC=2)(C2C=CC=CC=2)C2C=CC=CC=2)=CC=1>[CH3:8][O:9][C:10]1[C:15]([C:2]2[CH:7]=[CH:6][CH:5]=[CH:4][N:3]=2)=[CH:14][CH:13]=[C:12]([O:19][CH3:20])[N:11]=1 |f:2.3.4,^1:35,37,56,75|. Procedure details: 2-Bromopyridine (0.475 mL, 0.78 g, 4.9 mmol) and 2,6-dimethoxy-3-pyridineboronic acid (1.09 g, 6.0 mmol, excess) were dissolved in THF (25 mL) at RT. Aqueous solution of K2CO3 (1.65 g in 10 mL of water, 12 mmol, excess) was added, followed by Pd(PPh3)4 (295 mg, 0.25 mmol). The mixture was stirred at 90° C. for 20 h under argon to give yellow solution. Organic solvent was removed under reduced pressure and the residue was extracted with dichloromethane and water. Evaporation of organic phase prov... Starting materials: [CH2]C, C1CCOC1, CCOC(C)=O, Cl, O=C(C=Cc1ccccc1)c1ccccc1. Product: CCOC(=O)CC(O)(C=Cc1ccccc1)c1ccccc1. As a reaction SMILES: [CH2:1][CH3:2].[CH2:26]1[O:27][CH2:28][CH2:29][CH2:30]1.[CH3:20][CH2:21][O:22][C:23]([CH3:24])=[O:25].[ClH:19].[c:3]1([CH:9]=[CH:10][C:11](=[O:12])[c:13]2[cH:14][cH:15][cH:16][cH:17][cH:18]2)[cH:4][cH:5][cH:6][cH:7][cH:8]1>>[c:3]1([CH:9]=[CH:10][C:11]([OH:12])([c:13]2[cH:14][cH:15][cH:16][cH:17][cH:18]2)[CH2:24][C:23]([O:22][CH2:21][CH3:20])=[O:25])[cH:4][cH:5][cH:6][cH:7][cH:8]1. Starting materials: CNCCO, COC(=O)COc1cccc2ncnc(Nc3ccc4c(cnn4Cc4ccccn4)c3)c12. The product is CN(CCO)C(=O)COc1cccc2ncnc(Nc3ccc4c(cnn4Cc4ccccn4)c3)c12. As a reaction SMILES: [CH3:34][NH:35][CH2:36][CH2:37][OH:38].[n:1]1[c:2]([CH2:7][n:8]2[n:9][cH:10][c:11]3[cH:12][c:13]([NH:17][c:18]4[n:19][cH:20][n:21][c:22]5[cH:23][cH:24][cH:25][c:26]([O:28][CH2:29][C:30](=[O:31])[O:32][CH3:33])[c:27]45)[cH:14][cH:15][c:16]23)[cH:3][cH:4][cH:5][cH:6]1>>[n:1]1[c:2]([CH2:7][n:8]2[n:9][cH:10][c:11]3[cH:12][c:13]([NH:17][c:18]4[n:19][cH:20][n:21][c:22]5[cH:23][cH:24][cH:25][c:26]([O:28][CH2:29][C:30](=[O:31])[N:35]([CH3:34])[CH2:36][CH2:37][OH:38])[c:27]45)[cH:14][cH:15][c:16]23)[cH:3][cH:4][cH:5][cH:6]1. Starting materials: N(=NC(=O)OCC)C(=O)OCC (diethyl azodicarboxylate), C(C1=CC=CC=C1)OCCCCCCC(C(=O)O)CCCCCCOCC1=CC=CC=C1 (2,2-bis(6-benzyloxyhexyl)acetic acid), FC1=C(C=CC=C1F)C1=CC=C(C=C1)OCCCCCCCCCCCCCCCCO (2,3-difluoro-4'-[16-hydroxyhexadecyl]oxybiphenyl), C1(=CC=CC=C1)P(C1=CC=CC=C1)C1=CC=CC=C1 (triphenylphosphine). Solvent: O1CCCC1 (tetrahyrofuran). Conditions: time 8 hour. Yields the product C(C1=CC=CC=C1)OCCCCCCC(C(=O)OCCCCCCCCCCCCCCCCOC1=CC=C(C=C1)C1=C(C(=CC=C1)F)F)CCCCCCOCC1=CC=CC=C1 (16-[2,3-difluorobiphenyl-4'-yl]oxyhexadecyl 2,2-bis(6-benzyloxyhexyl)acetate). Yield: 91.9%. As a reaction SMILES: [CH2:1]([O:8][CH2:9][CH2:10][CH2:11][CH2:12][CH2:13][CH2:14][CH:15]([CH2:19][CH2:20][CH2:21][CH2:22][CH2:23][CH2:24][O:25][CH2:26][C:27]1[CH:32]=[CH:31][CH:30]=[CH:29][CH:28]=1)[C:16]([OH:18])=[O:17])[C:2]1[CH:7]=[CH:6][CH:5]=[CH:4][CH:3]=1.[F:33][C:34]1[C:39]([F:40])=[CH:38][CH:37]=[CH:36][C:35]=1[C:41]1[CH:46]=[CH:45][C:44]([O:47][CH2:48][CH2:49][CH2:50][CH2:51][CH2:52][CH2:53][CH2:54][CH2:55][CH2:56][CH2:57][CH2:58][CH2:59][CH2:60][CH2:61][CH2:62][CH2:63]O)=[CH:43][CH:42]=1.C1(P(C2C=CC=CC=2)C2C=CC=CC=2)C=CC=CC=1.N(C(OCC)=O)=NC(OCC)=O>O1CCCC1>[CH2:26]([O:25][CH2:24][CH2:23][CH2:22][CH2:21][CH2:20][CH2:19][CH:15]([CH2:14][CH2:13][CH2:12][CH2:11][CH2:10][CH2:9][O:8][CH2:1][C:2]1[CH:3]=[CH:4][CH:5]=[CH:6][CH:7]=1)[C:16]([O:18][CH2:63][CH2:62][CH2:61][CH2:60][CH2:59][CH2:58][CH2:57][CH2:56][CH2:55][CH2:54][CH2:53][CH2:52][CH2:51][CH2:50][CH2:49][CH2:48][O:47][C:44]1[CH:43]=[CH:42][C:41]([C:35]2[CH:36]=[CH:37][CH:38]=[C:39]([F:40])[C:34]=2[F:33])=[CH:46][CH:45]=1)=[O:17])[C:27]1[CH:28]=[CH:29][CH:30]=[CH:31][CH:32]=1. Procedure: First, 3.4 g of 2,2-bis(6-benzyloxyhexyl)acetic acid, 3.3 g of 2,3-difluoro-4'-[16-hydroxyhexadecyl]oxybiphenyl, 2.3 g of triphenylphosphine, and 50 ml of tetrahyrofuran were placed in a 100 ml flask. Then, 1.5 g of diethyl azodicarboxylate was added dropwise to the reaction mixture at 5° C. Thereafter, the reaction mixture was allowed to warm to room temperature and stirred for 8 hours. The reaction mixture was concentrated, and the residue was purified by silica gel column chromatography (elue...